This data is from the Open Reaction Database (ORD), a public repository of structured organic reaction records. The task is: describe an organic reaction: reactants, conditions, products, and yield Reactants: CN(C1=CC=C(C=C1)C=1C=C2C(=NC1)NC(=N2)CCC2=CC(=CC(=N2)N)C)C (6-{2-[6-(4-dimethylamino-phenyl)-3H-imidazo[4,5-b]pyridin-2-yl]-ethyl}-4-methyl-pyridin-2-ylamine), Cl (hydrochloride). Solvent: ClCCl (dichloromethane), C(C)OCC (diethyl ether). Run at temperature 0 celsius. Yields the product Cl.NC1=NC(=CC(=C1)C)CCC1=NC=2C(=NC=C(C2)C2=CC=C(C=C2)N(C)C)N1 (2-[2-(2-Amino-4-methylpyridin-6-yl)ethyl]-6-(4-dimethylamino-phenyl)-3H-imidazo[4,5-b]pyridine hydrochloride). As a reaction SMILES: [CH3:1][N:2]([CH3:28])[C:3]1[CH:8]=[CH:7][C:6]([C:9]2[CH:10]=[C:11]3[N:17]=[C:16]([CH2:18][CH2:19][C:20]4[N:25]=[C:24]([NH2:26])[CH:23]=[C:22]([CH3:27])[CH:21]=4)[NH:15][C:12]3=[N:13][CH:14]=2)=[CH:5][CH:4]=1.[ClH:29]>ClCCl.C(OCC)C>[ClH:29].[NH2:26][C:24]1[CH:23]=[C:22]([CH3:27])[CH:21]=[C:20]([CH2:19][CH2:18][C:16]2[NH:15][C:12]3=[N:13][CH:14]=[C:9]([C:6]4[CH:7]=[CH:8][C:3]([N:2]([CH3:28])[CH3:1])=[CH:4][CH:5]=4)[CH:10]=[C:11]3[N:17]=2)[N:25]=1 |f:4.5|. Reported procedure: 40 mg of 6-{2-[6-(4-dimethylamino-phenyl)-3H-imidazo[4,5-b]pyridin-2-yl]-ethyl}-4-methyl-pyridin-2-ylamine are dissolved in 8.0 ml of dichloromethane. After cooling the solution to 0° C., 53 μl of hydrochloride in diethyl ether (strength 2.0 M) is added under stirring. Subsequently, the solvents are evaporated in vacuo. The remaining residue is re-dissolved in 4 ml of dioxane containing 0.8 ml each of water and acetonitrile. The solution is lyophilized to yield 43 mg of the title compound. M.p. ... Reactants: BrCCCCBr, O=C([O-])[O-], CN1C(=O)C(Cc2ccccc2)(c2ccccc2O)c2ccccc21, CCC(C)=O, [K+], [K+]. Yields the product CN1C(=O)C(Cc2ccccc2)(c2ccccc2OCCCCBr)c2ccccc21. As a reaction SMILES: [Br:32][CH2:33][CH2:34][CH2:35][CH2:36][Br:37].[C:26](=[O:27])([O-:28])[O-:29].[CH2:1]([c:2]1[cH:3][cH:4][cH:5][cH:6][cH:7]1)[C:8]1([c:19]2[c:20]([OH:25])[cH:21][cH:22][cH:23][cH:24]2)[C:9](=[O:18])[N:10]([CH3:17])[c:11]2[cH:12][cH:13][cH:14][cH:15][c:16]21.[CH3:38][C:39](=[O:40])[CH2:41][CH3:42].[K+:30].[K+:31]>>[CH2:1]([c:2]1[cH:3][cH:4][cH:5][cH:6][cH:7]1)[C:8]1([c:19]2[c:20]([O:25][CH2:36][CH2:35][CH2:34][CH2:33][Br:32])[cH:21][cH:22][cH:23][cH:24]2)[C:9](=[O:18])[N:10]([CH3:17])[c:11]2[cH:12][cH:13][cH:14][cH:15][c:16]21. The reactants are C(C)OC(C)OCC#CC(O)C1=CC=C(C=C1)Cl (4-(1-ethoxyethoxy)-1-(4-chlorophenyl)-2-butyn-1-ol). Reagents/catalysts: [O-2].[O-2].[Mn+4] (manganese dioxide). Solvent: C(Cl)Cl (methylene chloride), C(Cl)Cl (methylene chloride). The product is C(C)OC(C)OCC#CC(=O)C1=CC=C(C=C1)Cl (4-(1-ethoxyethoxy)- 1-(4-chlorophenyl)-2-butyn-1-one). RXN SMILES: [CH2:1]([O:3][CH:4]([O:6][CH2:7][C:8]#[C:9][CH:10]([C:12]1[CH:17]=[CH:16][C:15]([Cl:18])=[CH:14][CH:13]=1)[OH:11])[CH3:5])[CH3:2]>C(Cl)Cl.[O-2].[O-2].[Mn+4]>[CH2:1]([O:3][CH:4]([O:6][CH2:7][C:8]#[C:9][C:10]([C:12]1[CH:13]=[CH:14][C:15]([Cl:18])=[CH:16][CH:17]=1)=[O:11])[CH3:5])[CH3:2] |f:2.3.4|. Reported procedure: A solution of 7.1 g (26.4 mmol) of 4-(1-ethoxyethoxy)-1-(4-chlorophenyl)-2-butyn-1-ol in 40 ml of methylene chloride was added dropwise at 0° to a suspension of 68 g (0.78 mol) of manganese dioxide in 110 ml of methylene chloride. The reaction mixture was stirred at 0° for lo minutes, filtered over magnesium sulphate and concentrated. Chromatography of the residue on 300 g of silica gel (elution agent ether/hexane 1:1) yielded 4-(1-ethoxyethoxy)- 1-(4-chlorophenyl)-2-butyn-1-one as an oil. Reactants: O (water), C(C=C)#N (acrylonitrile), diazo. Run in CC(=O)C (acetone). The product is [N+](=O)([O-])C1=CC=C(N)C=C1 (p-nitroaniline). RXN SMILES: [OH2:1].[C:2](#[N:5])[CH:3]=[CH2:4]>CC(C)=O>[N+:5]([C:2]1[CH:4]=[CH:3][C:2]([NH2:5])=[CH:4][CH:3]=1)([O-:1])=[O:1]. Reported procedure: A mixture of 120 parts of acrylonitrile and 1000 parts of acetone is introduced into the solution of the diazo derivative obtained from 276 parts of p-nitroaniline. Then, 40 parts of cupric chloride crystallised with 2 molecules of water are added and the mixture is stirred vigorously. The evolution of nitrogen is exothermic and the temperature should be kept at 30°-32° C. by means of a cooling bath. When the diazonium chloride has disappeared (6 hours), yellow leaflets melting at 108° C. are fi... The reactants are S(=O)(Cl)Cl (thionyl chloride), CSC=1C=CC2=C(C(C3=C(C=C2)C=CC=C3)O)C1 (3-methylthio-5H-dibenzo[a,d]cyclohepten-5-ol). Solvent: C1=CC=CC=C1 (benzene). Product: ClC1C2=C(C=CC3=C1C=C(C=C3)SC)C=CC=C2 (5-chloro-3-methylthio-5H-dibenzo[a,d]cycloheptene). Reaction SMILES: S(Cl)([Cl:3])=O.[CH3:5][S:6][C:7]1[CH:8]=[CH:9][C:10]2[CH:16]=[CH:15][C:14]3[CH:17]=[CH:18][CH:19]=[CH:20][C:13]=3[CH:12](O)[C:11]=2[CH:22]=1>C1C=CC=CC=1>[Cl:3][CH:12]1[C:11]2[CH:22]=[C:7]([S:6][CH3:5])[CH:8]=[CH:9][C:10]=2[CH:16]=[CH:15][C:14]2[CH:17]=[CH:18][CH:19]=[CH:20][C:13]1=2. Reported procedure: Molar excess (5 milliliters) of thionyl chloride was added to a solution of the 3-methylthio-5H-dibenzo[a,d]cyclohepten-5-ol intermediate in 45 milliliters of benzene and the resulting mixture heated under reflux for two hours to obtain a 5-chloro-3-methylthio-5H-dibenzo[a,d]cycloheptene (chloro compound) intermediate in the reaction mixture. The reaction mixture was subjected to reduced pressure to co-evaporate benzene and unreacted thionyl chloride, and the procedure repeated with several addi... Reactants: CC1=C(C=CC(=C1)C(=O)O)C1=C(C=CC=C1)C(F)(F)F (2-methyl-2′-(trifluoromethyl)biphenyl-4-carboxylic acid), BrC1=C(C=C(C(=O)OC)C=C1)OC (methyl 4-bromo-3-methoxybenzoate), CC=1C(=CSC1)B(O)O (4-methyl-3-thiopheneboronic acid). Product: COC=1C=C(C(=O)OC)C=CC1C1=CSC=C1C (methyl 3-methoxy-4-(4-methyl-3-thienyl)benzoate). As a reaction SMILES: CC1C=C(C(O)=O)C=CC=1C1C=CC=CC=1C(F)(F)F.Br[C:22]1[CH:31]=[CH:30][C:25]([C:26]([O:28][CH3:29])=[O:27])=[CH:24][C:23]=1[O:32][CH3:33].[CH3:34][C:35]1[C:36](B(O)O)=[CH:37][S:38][CH:39]=1>>[CH3:33][O:32][C:23]1[CH:24]=[C:25]([CH:30]=[CH:31][C:22]=1[C:36]1[C:35]([CH3:34])=[CH:39][S:38][CH:37]=1)[C:26]([O:28][CH3:29])=[O:27]. Procedure: The title compound was prepared following procedure described for Intermediate 5, step 1, but starting from methyl 4-bromo-3-methoxybenzoate (Combi-Blocks, 2.50 g; 10.20 mmol; 1 eq.) and 4-methyl-3-thiopheneboronic acid (1.59 g; 11.22 mmol; 1.10 eq.), and was isolated as a brown oil. It was used in the next step without further purification. LC/MS (Method A): 262.8 (M+H)+. HPLC (Method A) Rt 4.79 min. Starting materials: C(CCC)[Li] (n-butyllithium), C(=O)N1CCOCC1 (4-formylmorpholine), O (water), BrC=1C=C2C=CC(=CC2=CC1)C(C(C)C)(O)C=1N=CN(C1)C(C1=CC=CC=C1)(C1=CC=CC=C1)C1=CC=CC=C1 (1-(6-Bromonaphthalen-2-yl)-2-methyl-1-(1-trityl-1H-imidazol-4-yl)-1-propanol). Solvent: CCCCCC (hexane), C1CCOC1 (THF), C1CCOC1 (THF). Conditions: temperature -70 celsius, time 20 minute. Yields the product OCC=1C=C2C=CC(=CC2=CC1)C(C(C)C)(O)C=1N=CNC1 (1-(6-Hydroxymethylnaphthalen-2-yl)-1-(1H-imidazol-4-yl)2-methyl-1-propanol). Isolated yield 106.7%. As a reaction SMILES: Br[C:2]1[CH:3]=[C:4]2[C:9](=[CH:10][CH:11]=1)[CH:8]=[C:7]([C:12]([C:17]1[N:18]=[CH:19][N:20](C(C3C=CC=CC=3)(C3C=CC=CC=3)C3C=CC=CC=3)[CH:21]=1)([OH:16])[CH:13]([CH3:15])[CH3:14])[CH:6]=[CH:5]2.C([Li])CCC.[CH:46](N1CCOCC1)=[O:47].O>C1COCC1.CCCCCC>[OH:47][CH2:46][C:2]1[CH:3]=[C:4]2[C:9](=[CH:10][CH:11]=1)[CH:8]=[C:7]([C:12]([C:17]1[N:18]=[CH:19][NH:20][CH:21]=1)([OH:16])[CH:13]([CH3:15])[CH3:14])[CH:6]=[CH:5]2. Procedure: 1-(6-Bromonaphthalen-2-yl)-2-methyl-1-(1-trityl-1H-imidazol-4-yl)-1-propanol (5.0 g) was dissolved in THF (100 ml), and was cooled to −70° C. To the solution was slowly added a solution of n-butyllithium in hexane (1.6 M; 11.7 ml), and the mixture was stirred at −70° C. for 20 min. To the mixture was added dropwise a solution of 4-formylmorpholine (1.96 g) in THF (10 ml), and the mixture was stirred for 30 min. To the mixture was added water, the mixture was extracted with ethyl acetate, washed ... The reactants are CCN(C(C)C)C(C)C (DIPEA), BrP(C1=CC=CC=C1)(C1=CC=CC=C1)(C1=CC=CC=C1)Br (Dibromo(triphenyl)phosphorane), NC=1C(=NC(=CN1)C1=CC=C(C=C1)C(N(C)C)=O)C(=O)O (3-amino-6-[4-(dimethylcarbamoyl)phenyl]pyrazine-2-carboxylic acid), O1C(=CC=C1)C(=O)NN (furan 2-carbohydrazide). The solvent is C(C)#N (acetonitrile). Run at time 30 minute. The product is NC=1N=CC(=NC1C=1OC(=NN1)C=1OC=CC1)C1=CC=C(C(=O)N(C)C)C=C1 (4-[5-amino-6-[5-(2-furyl)-1,3,4-oxadiazol-2-yl]pyrazin-2-yl]-N,N-dimethyl-benzamide). The yield is 51.3%. Reaction SMILES: BrP(Br)(C1C=CC=CC=1)(C1C=CC=CC=1)C1C=CC=CC=1.[NH2:22][C:23]1[C:24]([C:40]([OH:42])=O)=[N:25][C:26]([C:29]2[CH:34]=[CH:33][C:32]([C:35](=[O:39])[N:36]([CH3:38])[CH3:37])=[CH:31][CH:30]=2)=[CH:27][N:28]=1.[O:43]1[CH:47]=[CH:46][CH:45]=[C:44]1[C:48]([NH:50][NH2:51])=O.CCN(C(C)C)C(C)C>C(#N)C>[NH2:22][C:23]1[N:28]=[CH:27][C:26]([C:29]2[CH:30]=[CH:31][C:32]([C:35]([N:36]([CH3:37])[CH3:38])=[O:39])=[CH:33][CH:34]=2)=[N:25][C:24]=1[C:40]1[O:42][C:48]([C:44]2[O:43][CH:47]=[CH:46][CH:45]=2)=[N:50][N:51]=1. Reported procedure: Dibromo(triphenyl)phosphorane was added to a solution of 3-amino-6-[4-(dimethylcarbamoyl)phenyl]pyrazine-2-carboxylic acid (100 mg, 0.35 mmol) and furan 2-carbohydrazide (44.1 mg, 0.35 mmol) in acetonitrile (3.0 mL) at room temperature. Bright yellow solution observed. The resulting solution was stirred at room temperature for 30 min. After this time, DIPEA (304 μL, 1.75 mmol) was added dropwise and the reaction mixture stirred at room temperature for 30 min. The reaction mixture was filtered to...